From a dataset of the Open Reaction Database (ORD), a public repository of structured organic reaction records. describe an organic reaction: reactants, conditions, products, and yield Reactants: C=CC(=O)[O-], Cc1cc(C(C)(C)C)c(O)c(C(C)(C)C)c1, C=CC(=O)OCCCC, ClCc1ccccc1, [I-], [Na+], [Na+], O. Yields the product C=CC(=O)OCc1ccccc1. RXN SMILES: [C:1]([CH:2]=[CH2:3])(=[O:4])[O-:5].[C:26]([c:27]1[cH:28][c:29]([CH3:30])[cH:31][c:32]([C:33]([CH3:34])([CH3:35])[CH3:36])[c:37]1[OH:38])([CH3:39])([CH3:40])[CH3:41].[CH3:17][CH2:18][CH2:19][CH2:20][O:21][C:22]([CH:23]=[CH2:24])=[O:25].[Cl:9][CH2:10][c:11]1[cH:12][cH:13][cH:14][cH:15][cH:16]1.[I-:8].[Na+:6].[Na+:7].[OH2:42]>>[C:1]([CH:2]=[CH2:3])(=[O:4])[O:5][CH2:10][c:11]1[cH:12][cH:13][cH:14][cH:15][cH:16]1.